Dataset: the Open Reaction Database (ORD), a public repository of structured organic reaction records. Task: describe an organic reaction: reactants, conditions, products, and yield Starting materials: ClC1=CC2=C(C(NC3=NC=CC=C23)=O)C=C1 (9-Chloro-5H-benzo[c][1,8]naphthyridin-6-one), C(C1=CC=CC=C1)N1CCC(CC1)N (1-benzyl-piperidin-4-amine). The product is C(C1=CC=CC=C1)N1CCC(CC1)NC1=CC2=C(C(NC3=NC=CC=C23)=O)C=C1 (9-(1-Benzylpiperidin-4-ylamino)benzo[c][1,8]naphthyridin-6(5H)-one). Isolated yield 50.7%. As a reaction SMILES: Cl[C:2]1[CH:16]=[CH:15][C:5]2[C:6](=[O:14])[NH:7][C:8]3[C:13]([C:4]=2[CH:3]=1)=[CH:12][CH:11]=[CH:10][N:9]=3.[CH2:17]([N:24]1[CH2:29][CH2:28][CH:27]([NH2:30])[CH2:26][CH2:25]1)[C:18]1[CH:23]=[CH:22][CH:21]=[CH:20][CH:19]=1>>[CH2:17]([N:24]1[CH2:29][CH2:28][CH:27]([NH:30][C:2]2[CH:16]=[CH:15][C:5]3[C:6](=[O:14])[NH:7][C:8]4[C:13]([C:4]=3[CH:3]=2)=[CH:12][CH:11]=[CH:10][N:9]=4)[CH2:26][CH2:25]1)[C:18]1[CH:19]=[CH:20][CH:21]=[CH:22][CH:23]=1. Procedure details: The title compound was synthesized according to the procedure described for the preparation of Example 456 using 6 (400 mg, 1.73 mmol) and 1-benzyl-piperidin-4-amine (1.31 mL, 6.94 mmol) to provide 457 (337 mg, 50% yield) as a white powder. LC-MS (M+H=385, obsd.=385).